This data is from the Open Reaction Database (ORD), a public repository of structured organic reaction records. The task is: describe an organic reaction: reactants, conditions, products, and yield Starting materials: ClC=1C=NC=2N(C1)N=C(C2)C(=O)O (6-chloro-pyrazolo[1,5-a]pyrimidine-2-carboxylic acid), COC1=NC=C(C(=N1)OC)C1=C2CCNC(C2=CC=C1)C (5-(2,4-Dimethoxy-pyrimidin-5-yl)-1-methyl-1,2,3,4-tetrahydro-isoquinoline). Product: ClC=1C=NC=2N(C1)N=C(C2)C(=O)N2C(C1=CC=CC(=C1CC2)C=2C(=NC(=NC2)OC)OC)C ((6-Chloro-pyrazolo[1,5-a]pyrimidin-2-yl)-[5-(2,4-dimethoxy-pyrimidin-5-yl)-1-methyl-3,4-dihydro-1H-isoquinolin-2-yl]-methanone). As a reaction SMILES: [Cl:1][C:2]1[CH:3]=[N:4][C:5]2[N:6]([N:8]=[C:9]([C:11]([OH:13])=O)[CH:10]=2)[CH:7]=1.[CH3:14][O:15][C:16]1[N:21]=[C:20]([O:22][CH3:23])[C:19]([C:24]2[CH:33]=[CH:32][CH:31]=[C:30]3[C:25]=2[CH2:26][CH2:27][NH:28][CH:29]3[CH3:34])=[CH:18][N:17]=1>>[Cl:1][C:2]1[CH:3]=[N:4][C:5]2[N:6]([N:8]=[C:9]([C:11]([N:28]3[CH2:27][CH2:26][C:25]4[C:30](=[CH:31][CH:32]=[CH:33][C:24]=4[C:19]4[C:20]([O:22][CH3:23])=[N:21][C:16]([O:15][CH3:14])=[N:17][CH:18]=4)[CH:29]3[CH3:34])=[O:13])[CH:10]=2)[CH:7]=1. Procedure: In close analogy to the procedure described in Example 1, 6-chloro-pyrazolo[1,5-a]pyrimidine-2-carboxylic acid is reacted with 5-(2,4-Dimethoxy-pyrimidin-5-yl)-1-methyl-1,2,3,4-tetrahydro-isoquinoline to provide the title compound in moderate yield. Starting materials: C=O, CC(=O)O, CO, CC1(CN2CCC(Nc3ccc(OC(F)(F)F)cc3)CC2)Cn2cc([N+](=O)[O-])nc2O1, [Na+], O=C([O-])O. The product is CN(c1ccc(OC(F)(F)F)cc1)C1CCN(CC2(C)Cn3cc([N+](=O)[O-])nc3O2)CC1. RXN SMILES: [CH2:32]=[O:33].[CH3:34][C:35](=[O:36])[OH:37].[CH3:43][OH:44].[F:1][C:2]([O:3][c:4]1[cH:5][cH:6][c:7]([NH:10][CH:11]2[CH2:12][CH2:13][N:14]([CH2:17][C:18]3([CH3:29])[CH2:19][n:20]4[c:21]([n:23][c:24]([N+:26](=[O:27])[O-:28])[cH:25]4)[O:22]3)[CH2:15][CH2:16]2)[cH:8][cH:9]1)([F:30])[F:31].[Na+:38].[OH:39][C:40](=[O:41])[O-:42]>>[F:1][C:2]([O:3][c:4]1[cH:5][cH:6][c:7]([N:10]([CH:11]2[CH2:12][CH2:13][N:14]([CH2:17][C:18]3([CH3:29])[CH2:19][n:20]4[c:21]([n:23][c:24]([N+:26](=[O:27])[O-:28])[cH:25]4)[O:22]3)[CH2:15][CH2:16]2)[CH3:34])[cH:8][cH:9]1)([F:30])[F:31]. Reactants: ClC1=CC=2N=CN(C(C2C(=N1)N1C[C@H](CC1)CO)=O)C ((S)-7-chloro-5-(3-(hydroxymethyl)pyrrolidin-1-yl)-3-methylpyrido[4,3-d]pyrimidin-4(3H)-one), CC1(OB(OC1(C)C)C1=CC=C(C=C1)N1CCOCC1)C (4-(4-(4,4,5,5-tetramethyl-1,3,2-dioxaborolan-2-yl)phenyl)morpholine), C(=O)([O-])[O-].[K+].[K+] (K2CO3), CC(C)O (2-propanol). Reagents/catalysts: C=1C=CC(=CC1)[P](C=2C=CC=CC2)(C=3C=CC=CC3)[Pd]([P](C=4C=CC=CC4)(C=5C=CC=CC5)C=6C=CC=CC6)([P](C=7C=CC=CC7)(C=8C=CC=CC8)C=9C=CC=CC9)[P](C=1C=CC=CC1)(C=1C=CC=CC1)C=1C=CC=CC1 (Pd(PPh3)4). The solvent is O (H2O). Run at temperature 90 celsius, time 8 hour. Product: OC[C@@H]1CN(CC1)C1=NC(=CC=2N=CN(C(C21)=O)C)C2=CC=C(C=C2)N2CCOCC2 ((S)-5-(3-(hydroxymethyl)pyrrolidin-1-yl)-3-methyl-7-(4-morpholinophenyl)pyrido[4,3-d]pyrimidin-4(3H)-one). As a reaction SMILES: Cl[C:2]1[N:11]=[C:10]([N:12]2[CH2:16][CH2:15][C@H:14]([CH2:17][OH:18])[CH2:13]2)[C:9]2[C:8](=[O:19])[N:7]([CH3:20])[CH:6]=[N:5][C:4]=2[CH:3]=1.CC1(C)C(C)(C)OB([C:29]2[CH:34]=[CH:33][C:32]([N:35]3[CH2:40][CH2:39][O:38][CH2:37][CH2:36]3)=[CH:31][CH:30]=2)O1.C([O-])([O-])=O.[K+].[K+].CC(O)C>C1C=CC([P]([Pd]([P](C2C=CC=CC=2)(C2C=CC=CC=2)C2C=CC=CC=2)([P](C2C=CC=CC=2)(C2C=CC=CC=2)C2C=CC=CC=2)[P](C2C=CC=CC=2)(C2C=CC=CC=2)C2C=CC=CC=2)(C2C=CC=CC=2)C2C=CC=CC=2)=CC=1.O>[OH:18][CH2:17][C@H:14]1[CH2:15][CH2:16][N:12]([C:10]2[C:9]3[C:8](=[O:19])[N:7]([CH3:20])[CH:6]=[N:5][C:4]=3[CH:3]=[C:2]([C:29]3[CH:30]=[CH:31][C:32]([N:35]4[CH2:36][CH2:37][O:38][CH2:39][CH2:40]4)=[CH:33][CH:34]=3)[N:11]=2)[CH2:13]1 |f:2.3.4,^1:55,57,76,95|. Procedure details: A mixture of (S)-7-chloro-5-(3-(hydroxymethyl)pyrrolidin-1-yl)-3-methylpyrido[4,3-d]pyrimidin-4(3H)-one (26 mg, 0.088 mmol), 4-(4-(4,4,5,5-tetramethyl-1,3,2-dioxaborolan-2-yl)phenyl)morpholine (28 mg, 0.097 mmol), Pd(PPh3)4 (10.2 mg, 0.0088 mmol), K2CO3 (36 mg, 0.26 mmol), 2-propanol (3 mL) and H2O (1 mL) was stirred at 90° C. overnight. The reaction mixture was cooled to room temperature and worked-up. The residue was purified on slilica gel flash column chromatography (eluent: 0-10% methanol i... The reactants are N1N=CC(=C1)C(=O)NCC=1C(=CC(=NC1C)NC(OC(C)(C)C)=O)C (tert-Butyl 5-((1H-pyrazole-4-carboxamido)methyl)-4,6-dimethylpyridin-2-ylcarbamate), CS(=O)(=O)OCC=1C=C2C=C(C=NC2=CC1)Cl ((3-Chloroquinolin-6-yl)methyl methanesulfonate), C(=O)([O-])[O-].[K+].[K+] (K2CO3). Solvent: CC(=O)C (Acetone). Yields the product ClC=1C=NC2=CC=C(C=C2C1)CN1N=CC(=C1)C(=O)NCC=1C(=CC(=NC1C)NC(OC(C)(C)C)=O)C (tert-Butyl 5-((1-((3-chloroquinolin-6-yl)methyl)-1H-pyrazole-4-carboxamido)methyl)-4,6-dimethylpyridin-2-ylcarbamate). Reaction SMILES: [NH:1]1[CH:5]=[C:4]([C:6]([NH:8][CH2:9][C:10]2[C:11]([CH3:25])=[CH:12][C:13]([NH:17][C:18](=[O:24])[O:19][C:20]([CH3:23])([CH3:22])[CH3:21])=[N:14][C:15]=2[CH3:16])=[O:7])[CH:3]=[N:2]1.CS(O[CH2:31][C:32]1[CH:33]=[C:34]2[C:39](=[CH:40][CH:41]=1)[N:38]=[CH:37][C:36]([Cl:42])=[CH:35]2)(=O)=O.C([O-])([O-])=O.[K+].[K+]>CC(C)=O>[Cl:42][C:36]1[CH:37]=[N:38][C:39]2[C:34]([CH:35]=1)=[CH:33][C:32]([CH2:31][N:1]1[CH:5]=[C:4]([C:6]([NH:8][CH2:9][C:10]3[C:11]([CH3:25])=[CH:12][C:13]([NH:17][C:18](=[O:24])[O:19][C:20]([CH3:21])([CH3:22])[CH3:23])=[N:14][C:15]=3[CH3:16])=[O:7])[CH:3]=[N:2]1)=[CH:41][CH:40]=2 |f:2.3.4|. Reported procedure: A solution of tert-Butyl 5-((1H-pyrazole-4-carboxamido)methyl)-4,6-dimethylpyridin-2-ylcarbamate (145 mg, 0.421 mmol), (3-Chloroquinolin-6-yl)methyl methanesulfonate (143 mg, 0.421 mmol 80%) and K2CO3 (291 mg, 2.105 mmol) in Acetone (3 ml) was stirred for 20 h at 50° C. The reaction was quenched with H2O and extracted twice with DCM. The organic layer was dried with Na2SO4, filtered and evaporated to dryness to afford crude title compound. The crude product was purified by preparative HPLC (Mach... Reactants: N1(CCNCC1)CCN1CCOCC1 (4-(2-piperazin-1-yl-ethyl)-morpholine), BrCC#N (bromoacetonitrile). Yields the product N1(CCOCC1)CCN1CCN(CC1)CC#N ([4-(2-Morpholin-4-yl-ethyl)-piperazin-1-yl]-acetonitrile). RXN SMILES: [N:1]1([CH2:7][CH2:8][N:9]2[CH2:14][CH2:13][O:12][CH2:11][CH2:10]2)[CH2:6][CH2:5][NH:4][CH2:3][CH2:2]1.Br[CH2:16][C:17]#[N:18]>>[N:9]1([CH2:8][CH2:7][N:1]2[CH2:2][CH2:3][N:4]([CH2:16][C:17]#[N:18])[CH2:5][CH2:6]2)[CH2:10][CH2:11][O:12][CH2:13][CH2:14]1. Reported procedure: The title compound is synthesized by coupling of 4-(2-piperazin-1-yl-ethyl)-morpholine (commercially available from ABCR GmbH) and bromoacetonitrile analogously to the preparation of Intermediate 149.2 as a colorless oil; ES-MS: M+H=239.3; 1HNMR(DMSO-d6) 3.70 (s, 2H), 3.30 (bs, 4H), 2.60-2.30 (m, 16H). Reactants: C(C)(C)(C)OC(=O)C1=CC=C(C=C1)C=1C([C@@H]2CC[C@]3([C@@]4(CC[C@@]5([C@@H]([C@H]4CC[C@@H]3[C@]2(CC1)C)[C@@H](CC5)C(=C)C)CNS(=O)(=O)C5=CC=C(C(=O)O)C=C5)C)C)(C)C (4-(N—(((1R,3aS,5aR,5bR,7aR,11aS,11bR,13aR,13bR)-9-(4-(tert-butoxycarbonyl)phenyl)-5a,5b,8,8,11a-pentamethyl-1-(prop-1-en-2-yl)-2,3,3a,4,5,5a,5b,6,7,7a,8,11,11a,11b,12,13,13a,13b-octadecahydro-1H-cyclopenta[a]chrysen-3a-yl)methyl)sulfamoyl)benzoic acid), CO (MeOH). The reagents and catalysts are O (water). Solvent: O1CCOCC1 (dioxane). Reaction conditions: temperature 70 celsius, time 6 hour. The product is C(=O)(O)C1=CC=C(C=C1)C=1C([C@@H]2CC[C@]3([C@@]4(CC[C@@]5([C@@H]([C@H]4CC[C@@H]3[C@]2(CC1)C)[C@@H](CC5)C(=C)C)CNS(=O)(=O)C5=CC=C(C(=O)O)C=C5)C)C)(C)C (4-(N—(((1R,3aS,5aR,5bR,7aR,11aS,11bR,13aR,13bR)-9-(4-carboxyphenyl)-5a,5b,8,8,11a-pentamethyl-1-(prop-1-en-2-yl)-2,3,3a,4,5,5a,5b,6,7,7a,8,11,11a,11b,12,13,13a,13b-octadecahydro-1H-cyclopenta[a]chrysen-3a-yl)methyl)sulfamoyl)benzoic acid). The yield is 19.0%. As a reaction SMILES: C([O:5][C:6]([C:8]1[CH:13]=[CH:12][C:11]([C:14]2[C:15]([CH3:56])([CH3:55])[C@H:16]3[C@:29]([CH3:32])([CH2:30][CH:31]=2)[C@@H:28]2[C@:19]([CH3:54])([C@@:20]4([CH3:53])[C@H:25]([CH2:26][CH2:27]2)[C@H:24]2[C@H:33]([C:36]([CH3:38])=[CH2:37])[CH2:34][CH2:35][C@:23]2([CH2:39][NH:40][S:41]([C:44]2[CH:52]=[CH:51][C:47]([C:48]([OH:50])=[O:49])=[CH:46][CH:45]=2)(=[O:43])=[O:42])[CH2:22][CH2:21]4)[CH2:18][CH2:17]3)=[CH:10][CH:9]=1)=[O:7])(C)(C)C.CO>O1CCOCC1.O>[C:6]([C:8]1[CH:13]=[CH:12][C:11]([C:14]2[C:15]([CH3:56])([CH3:55])[C@H:16]3[C@:29]([CH3:32])([CH2:30][CH:31]=2)[C@@H:28]2[C@:19]([CH3:54])([C@@:20]4([CH3:53])[C@H:25]([CH2:26][CH2:27]2)[C@H:24]2[C@H:33]([C:36]([CH3:38])=[CH2:37])[CH2:34][CH2:35][C@:23]2([CH2:39][NH:40][S:41]([C:44]2[CH:52]=[CH:51][C:47]([C:48]([OH:50])=[O:49])=[CH:46][CH:45]=2)(=[O:42])=[O:43])[CH2:22][CH2:21]4)[CH2:18][CH2:17]3)=[CH:10][CH:9]=1)([OH:7])=[O:5]. Procedure: 4-(N—(((1R,3aS,5aR,5bR,7aR,11aS,11bR,13aR,13bR)-9-(4-(tert-butoxycarbonyl)phenyl)-5a,5b,8,8,11a-pentamethyl-1-(prop-1-en-2-yl)-2,3,3a,4,5,5a,5b,6,7,7a,8,11,11a,11b,12,13,13a,13b-octadecahydro-1H-cyclopenta[a]chrysen-3a-yl)methyl)sulfamoyl)benzoic acid (10 mg, 0.013 mmol) from Step 1 was dissolved in dioxane (1 ml) and MeOH (5 ml) sodium hydroxide (10.20 mg, 0.255 mmol) (powder) was added followed by 5 drops of water. The resulting suspension was stirred at 70° C. for 6 h. After the reaction was ...